This data is from the Open Reaction Database (ORD), a public repository of structured organic reaction records. The task is: describe an organic reaction: reactants, conditions, products, and yield Reactants: CN1N=C(C(=C1OC1COC1)C=O)C(F)(F)F (1-Methyl-5-(oxetan-3-yloxy)-3-trifluoromethyl-1H-pyrazole-4-carbaldehyde), [BH4-].[Na+] (sodium borohydride). Run in CO (methanol). Reaction conditions: temperature 0 celsius, time 2 hour. The product is CN1N=C(C(=C1OC1COC1)CO)C(F)(F)F ([1-methyl-5-(oxetan-3-yloxy)-3-trifluoromethyl-1H-pyrazol-4-yl]-methanol). The yield is 69.6%. As a reaction SMILES: [CH3:1][N:2]1[C:6]([O:7][CH:8]2[CH2:11][O:10][CH2:9]2)=[C:5]([CH:12]=[O:13])[C:4]([C:14]([F:17])([F:16])[F:15])=[N:3]1.[BH4-].[Na+]>CO>[CH3:1][N:2]1[C:6]([O:7][CH:8]2[CH2:11][O:10][CH2:9]2)=[C:5]([CH2:12][OH:13])[C:4]([C:14]([F:17])([F:15])[F:16])=[N:3]1 |f:1.2|. Procedure: 1-Methyl-5-(oxetan-3-yloxy)-3-trifluoromethyl-1H-pyrazole-4-carbaldehyde (11.6 g, 46.4 mmol) was dissolved in methanol (100 ml) and sodium borohydride (0.87 g, 23.0 mmol) was added in portions at 0° C. After stirring at 0° C. for 2 hours the mixture was concentrated and the oil was dissolved in dichloromethane (100 ml). The solution was washed with water and brine, dried over magnesium sulfate and concentrated to give the product as yellow solid (8.14 g) which was used in the next step without f... Starting materials: C(CC)OCC1=CC(=CC2=CC=CC=C12)CBr (4-propoxymethyl-2-bromomethyl-naphthalene), [Cl-].[NH4+] (ammonium chloride), C[Si]([N-][Si](C)(C)C)(C)C.[Li+] (lithium hexamethyldisilazide), C(CCC)(=O)N1C(OC[C@H]1CC1=CC=CC=C1)=O (3-butyroyl-4(R)-benzyl-oxazolidin-2-one). The solvent is O1CCCC1 (tetrahydrofuran), O1CCCC1 (tetrahydrofuran), O1CCCC1 (tetrahydrofuran). Reaction conditions: temperature -75 celsius, time 1 hour. Product: C(C)[C@H](C(=O)N1C(OC[C@H]1CC1=CC=CC=C1)=O)CC1=CC2=CC=CC=C2C(=C1)COCCC (3-[2(S)-Ethyl-3-(4-propyloxymethyl-naphth-2-yl)-propionyl]-4(R)-benzyl-oxazolidin-2-one). Reaction SMILES: [C:1]([N:6]1[C@H:10]([CH2:11][C:12]2[CH:17]=[CH:16][CH:15]=[CH:14][CH:13]=2)[CH2:9][O:8][C:7]1=[O:18])(=[O:5])[CH2:2][CH2:3][CH3:4].C[Si](C)(C)[N-][Si](C)(C)C.[Li+].[CH2:29]([O:32][CH2:33][C:34]1[C:43]2[C:38](=[CH:39][CH:40]=[CH:41][CH:42]=2)[CH:37]=[C:36]([CH2:44]Br)[CH:35]=1)[CH2:30][CH3:31].[Cl-].[NH4+]>O1CCCC1>[CH2:3]([C@@H:2]([CH2:44][C:36]1[CH:35]=[C:34]([CH2:33][O:32][CH2:29][CH2:30][CH3:31])[C:43]2[C:38](=[CH:39][CH:40]=[CH:41][CH:42]=2)[CH:37]=1)[C:1]([N:6]1[C@H:10]([CH2:11][C:12]2[CH:13]=[CH:14][CH:15]=[CH:16][CH:17]=2)[CH2:9][O:8][C:7]1=[O:18])=[O:5])[CH3:4] |f:1.2,4.5|. Procedure: 30 ml of tetrahydrofuran and a solution of 2.97 g of 3-butyroyl-4(R)-benzyl-oxazolidin-2-one in 15 ml of tetrahydrofuran are added dropwise in succession to a solution, stirred at -75° C., of 12 ml of 1M lithium hexamethyldisilazide solution. The reaction mixture is stirred for 1 hour at -75° C., a solution of 3.52 g of 4-propoxymethyl-2-bromomethyl-naphthalene in 15 ml of tetrahydrofuran is added dropwise thereto and the mixture is then stirred further for 1 hour at -30° C. and for 3 hours at 0... Reactants: COc1cc(OC)c(C=O)cc1Br, OCCO, Cc1ccc(S(=O)(=O)O)cc1, c1ccccc1. The product is COc1cc(OC)c(C2OCCO2)cc1Br. RXN SMILES: [Br:1][c:2]1[c:3]([O:12][CH3:13])[cH:4][c:5]([O:10][CH3:11])[c:6]([CH:7]=[O:8])[cH:9]1.[OH:14][CH2:15][CH2:16][OH:17].[c:18]1([CH3:19])[cH:20][cH:21][c:22]([S:23]([OH:24])(=[O:25])=[O:26])[cH:27][cH:28]1.[cH:29]1[cH:30][cH:31][cH:32][cH:33][cH:34]1>>[Br:1][c:2]1[c:3]([O:12][CH3:13])[cH:4][c:5]([O:10][CH3:11])[c:6]([CH:7]2[O:8][CH2:16][CH2:15][O:14]2)[cH:9]1.